Dataset: the Open Reaction Database (ORD), a public repository of structured organic reaction records. Task: describe an organic reaction: reactants, conditions, products, and yield The reactants are CCCC(=O)Cl, OCC1CCCNC1, [Na+], [OH-], O. Product: CCCC(=O)N1CCCC(CO)C1. RXN SMILES: [C:11]([CH2:12][CH2:13][CH3:14])(=[O:15])[Cl:16].[NH:1]1[CH2:2][CH:3]([CH2:7][OH:8])[CH2:4][CH2:5][CH2:6]1.[Na+:10].[OH-:9].[OH2:17]>>[N:1]1([C:11]([CH2:12][CH2:13][CH3:14])=[O:15])[CH2:2][CH:3]([CH2:7][OH:8])[CH2:4][CH2:5][CH2:6]1.